Dataset: the Open Reaction Database (ORD), a public repository of structured organic reaction records. Task: describe an organic reaction: reactants, conditions, products, and yield The reactants are NC(=O)OCC (urethane), C1=CC=CC=2OC3=CC=CC=C3C(C12)C(=O)Cl (9H-xanthene-9-carbonyl chloride). Reagents/catalysts: CN(C)C=1C=CN=CC1 (DMAP). Run in N1=CC=CC=C1 (pyridine). Run at time 17 hour. Product: C(C)OC(NC(=O)C1C2=CC=CC=C2OC=2C=CC=CC12)=O ((9H-Xanthene-9-carbonyl)-carbamic acid ethyl ester). Yield: 66.9%. Reaction SMILES: [NH2:1][C:2]([O:4][CH2:5][CH3:6])=[O:3].[CH:7]1[C:20]2[CH:19]([C:21](Cl)=[O:22])[C:18]3[C:13](=[CH:14][CH:15]=[CH:16][CH:17]=3)[O:12][C:11]=2[CH:10]=[CH:9][CH:8]=1>CN(C1C=CN=CC=1)C.N1C=CC=CC=1>[CH2:5]([O:4][C:2](=[O:3])[NH:1][C:21]([CH:19]1[C:20]2[CH:7]=[CH:8][CH:9]=[CH:10][C:11]=2[O:12][C:13]2[C:18]1=[CH:17][CH:16]=[CH:15][CH:14]=2)=[O:22])[CH3:6]. Procedure details: To a stirred solution of urethane (0.82 g, 9.21 mmol) and DMAP (0.05 g, 0.41 mmol) in pyridine (10 ml) was added at 0° C. 9H-xanthene-9-carbonyl chloride (1.50 g, 6.13 mmol). Stirring was continued at RT for 17 h, the reaction mixture was evaporated and water (50 ml)/sat. NaHCO3 solution (20 ml) was added. The solid was filtered off and crystallized from water and afterwards from EtOH/hexane to give the product (1.22 g, 67%) as a white solid, m.p. 228° C. (dec.) and MS: m/e=298.2 (M+H+). Starting materials: O1C(CCCC1)ONC(=O)[C@@H](C\C=C\C1=CC=CC=C1)[C@H](C(=O)NN(C(CC1CCNCC1)=O)CC(C)C)CC(C)C ((E)-2(R)-[1(S)-[(tetrahydro-2(RS)-pyranyloxy)carbamoyl]-4-phenyl-3-butenyl]-2′-isobutyl-4-methyl-2′-[2-(4-piperidinyl)acetyl]valerohydrazide), Cl (hydrogen chloride). Solvent: O1CCOCC1 (dioxan), C(C)OCC (diethyl ether). Yields the product Cl.ONC(=O)[C@@H](C\C=C\C1=CC=CC=C1)[C@H](C(=O)NN(C(CC1CCNCC1)=O)CC(C)C)CC(C)C ((E)-2(R)-[1(S)-(hydroxycarbamoyl)-4-phenyl-3-butenyl]-2′-isobutyl-4-methyl-2′-[2-(4-piperidinyl)acetyl]valerohydrazide hydrochloride). Reaction SMILES: O1CCCCC1[O:7][NH:8][C:9]([C@H:11]([C@@H:21]([CH2:39][CH:40]([CH3:42])[CH3:41])[C:22]([NH:24][N:25]([CH2:35][CH:36]([CH3:38])[CH3:37])[C:26](=[O:34])[CH2:27][CH:28]1[CH2:33][CH2:32][NH:31][CH2:30][CH2:29]1)=[O:23])[CH2:12]/[CH:13]=[CH:14]/[C:15]1[CH:20]=[CH:19][CH:18]=[CH:17][CH:16]=1)=[O:10].[ClH:43]>O1CCOCC1.C(OCC)C>[ClH:43].[OH:7][NH:8][C:9]([C@H:11]([C@@H:21]([CH2:39][CH:40]([CH3:42])[CH3:41])[C:22]([NH:24][N:25]([CH2:35][CH:36]([CH3:37])[CH3:38])[C:26](=[O:34])[CH2:27][CH:28]1[CH2:33][CH2:32][NH:31][CH2:30][CH2:29]1)=[O:23])[CH2:12]/[CH:13]=[CH:14]/[C:15]1[CH:20]=[CH:19][CH:18]=[CH:17][CH:16]=1)=[O:10] |f:4.5|. Procedure details: A solution of 0.300 g of (E)-2(R)-[1(S)-[(tetrahydro-2(RS)-pyranyloxy)carbamoyl]-4-phenyl-3-butenyl]-2′-isobutyl-4-methyl-2′-[2-(4-piperidinyl)acetyl]valerohydrazide in 3 ml of 4M hydrogen chloride in dioxan was stirred for 2.5 hours at room temperature and diluted with diethyl ether. The solid was filtered off, washed with diethyl ether and dried to give 0.256 g of (E)-2(R)-[1(S)-(hydroxycarbamoyl)-4-phenyl-3-butenyl]-2′-isobutyl-4-methyl-2′-[2-(4-piperidinyl)acetyl]valerohydrazide hydrochlorid...